Dataset: the Open Reaction Database (ORD), a public repository of structured organic reaction records. Task: describe an organic reaction: reactants, conditions, products, and yield The reactants are O=C1CCCCC(=O)O1, CCOC(C)=O, O=[N+]([O-])c1ccc(O)cc1. Yields the product O=C(O)CCCCC(=O)Oc1ccc([N+](=O)[O-])cc1. As a reaction SMILES: [C:11]1(=[O:19])[CH2:12][CH2:13][CH2:14][CH2:15][C:16](=[O:17])[O:18]1.[CH3:20][CH2:21][O:22][C:23](=[O:24])[CH3:25].[N+:1](=[O:2])([O-:3])[c:4]1[cH:5][cH:6][c:7]([OH:10])[cH:8][cH:9]1>>[N+:1](=[O:2])([O-:3])[c:4]1[cH:5][cH:6][c:7]([O:10][C:11]([CH2:12][CH2:13][CH2:14][CH2:15][C:16](=[O:17])[OH:18])=[O:19])[cH:8][cH:9]1. Reactants: OC1=C(C=C(C=CC(=O)O)C=C1)OC (4-hydroxy-3-methoxycinnamic acid), CO (methanol), S(O)(O)(=O)=O (sulphuric acid). Reaction conditions: temperature -25 celsius. The product is OC1=C(C=C(/C=C/C(=O)OC)C=C1)OC (Methyl (E)-4-hydroxy-3-methoxycinnamate). RXN SMILES: [OH:1][C:2]1[CH:12]=[CH:11][C:5]([CH:6]=[CH:7][C:8]([OH:10])=[O:9])=[CH:4][C:3]=1[O:13][CH3:14].S(=O)(=O)(O)O.[CH3:20]O>>[OH:1][C:2]1[CH:12]=[CH:11][C:5](/[CH:6]=[CH:7]/[C:8]([O:10][CH3:20])=[O:9])=[CH:4][C:3]=1[O:13][CH3:14]. Procedure: 100 g of 4-hydroxy-3-methoxycinnamic acid were dissolved in 1 l of methanol and treated with 14.4 ml of concentrated sulphuric acid. The solution was heated under reflux for 2.5 hrs. Subsequently, the majority of the methanol (about 750 ml) was distilled off and the residue remaining was poured into 1 l of water. Then, the mixture was extracted three times with 500 ml of ethyl acetate each time and the organic phases were combined, washed twice with 250 ml of 10% sodium bicarbonate solution each... Run at temperature 70 celsius, time 3.5 hour. Reported procedure: The starting material is prepared as follows: 4-Benzyloxyphenol (20 g, 0.1 mol) is dissolved in 24 ml of ethanol and 120 ml of 20% aqueous sodium hydroxide (24 g NaOH, 0.6 mol), and heated at 70° C. To this is added chloroform (23.9 g, 0.2 mol) dropwise and the mixture is stirred for 3.5 hours at 70° C. The mixture is cooled and evaporated. The residue is then treated with conc. HCl until the pH of the solution is 1 to 3. The mixture is extracted with ether three times, and the combined organic ... Yields the product C(C1=CC=CC=C1)OC=1C=CC(=C(C=O)C1)O (5-benzyloxy-2-hydroxybenzaldehyde). Starting materials: [OH-].[Na+] (sodium hydroxide), C(C1=CC=CC=C1)OC1=CC=C(C=C1)O (4-Benzyloxyphenol), C(C)O (ethanol), C(Cl)(Cl)Cl (chloroform). As a reaction SMILES: [CH2:1]([O:8][C:9]1[CH:14]=[CH:13][C:12]([OH:15])=[CH:11][CH:10]=1)[C:2]1[CH:7]=[CH:6][CH:5]=[CH:4][CH:3]=1.[OH-].[Na+].C(Cl)(Cl)Cl.[CH2:22]([OH:24])C>>[CH2:1]([O:8][C:9]1[CH:10]=[CH:11][C:12]([OH:15])=[C:13]([CH:14]=1)[CH:22]=[O:24])[C:2]1[CH:3]=[CH:4][CH:5]=[CH:6][CH:7]=1 |f:1.2|. Reactants: OC1CC2CCC1CN2, O=C(Cl)CC(c1ccccc1)(c1ccccc1)c1ccccc1. Yields the product O=C(CC(c1ccccc1)(c1ccccc1)c1ccccc1)N1CC2CCC1CC2O. As a reaction SMILES: [OH:24][CH:25]1[CH:26]2[CH2:27][NH:28][CH:29]([CH2:30]1)[CH2:31][CH2:32]2.[c:1]1([C:7]([CH2:8][C:9](=[O:10])[Cl:11])([c:12]2[cH:13][cH:14][cH:15][cH:16][cH:17]2)[c:18]2[cH:19][cH:20][cH:21][cH:22][cH:23]2)[cH:2][cH:3][cH:4][cH:5][cH:6]1>>[c:1]1([C:7]([CH2:8][C:9](=[O:10])[N:28]2[CH2:27][CH:26]3[CH:25]([OH:24])[CH2:30][CH:29]2[CH2:31][CH2:32]3)([c:12]2[cH:13][cH:14][cH:15][cH:16][cH:17]2)[c:18]2[cH:19][cH:20][cH:21][cH:22][cH:23]2)[cH:2][cH:3][cH:4][cH:5][cH:6]1. Starting materials: NN1C(C2=CC=CC=C2C(=N1)N1CCOCC1)=O (2-amino-4-morpholinophthalazin-1(2H)-one), OC1=CC=C(C=C1)CC(=O)O (2-(4-hydroxyphenyl)acetic acid). Product: OC1=CC=C(C=C1)CC(=O)NN1C(C2=CC=CC=C2C(=N1)N1CCOCC1)=O (2-(4-hydroxyphenyl)-N-[4-(morpholin-4-yl)-1-oxophthalazin-2(1H)-yl]acetamide). RXN SMILES: [NH2:1][N:2]1[N:11]=[C:10]([N:12]2[CH2:17][CH2:16][O:15][CH2:14][CH2:13]2)[C:9]2[C:4](=[CH:5][CH:6]=[CH:7][CH:8]=2)[C:3]1=[O:18].[OH:19][C:20]1[CH:25]=[CH:24][C:23]([CH2:26][C:27](O)=[O:28])=[CH:22][CH:21]=1>>[OH:19][C:20]1[CH:25]=[CH:24][C:23]([CH2:26][C:27]([NH:1][N:2]2[N:11]=[C:10]([N:12]3[CH2:17][CH2:16][O:15][CH2:14][CH2:13]3)[C:9]3[C:4](=[CH:5][CH:6]=[CH:7][CH:8]=3)[C:3]2=[O:18])=[O:28])=[CH:22][CH:21]=1. Procedure details: The product of Example 1B and 2-(4-hydroxyphenyl)acetic acid were treated using a method similar to that described in Example 111 to give the title compound. 1H NMR (500 MHz, DMSO-d6/Deuterium Oxide) δ ppm 8.30 (dd, J=7.9, 1.2 Hz, 1H), 8.03 (d, J=8.0 Hz, 1H), 7.97-8.00 (m, 1H), 7.89-7.92 (m, 1H), 7.18 (s, 2H), 6.75 (d, 2H), 3.81-3.83 (m, 4H), 3.53 (s, 2H), 3.07-3.11 (m, 4H); MS (ESI−) M/Z 379 (M−H)−. Reactants: ClC=1C(=NN2C1CCCC2)NN (3-Chloro-2-hydrazino-4,5,6,7-tetrahydropyrazolo[1,5-a]pyridine), C(C)OC=C(C#N)C(C)=O (2-ethoxymethylen-3-oxobutyronitrile). The solvent is C(C)O (ethanol). Product: C(C)(=O)C=1C=NN(C1N)C1=NN2C(CCCC2)=C1Cl (4-Acetyl-5-amino-1-(3-chloro-4,5,6,7-tetrahydropyrazolo[1,5-a]pyridin-2-yl)pyrazole). RXN SMILES: [Cl:1][C:2]1[C:3]([NH:11][NH2:12])=[N:4][N:5]2[CH2:10][CH2:9][CH2:8][CH2:7][C:6]=12.C(O[CH:16]=[C:17]([C:20](=[O:22])[CH3:21])[C:18]#[N:19])C>C(O)C>[C:20]([C:17]1[CH:16]=[N:12][N:11]([C:3]2[C:2]([Cl:1])=[C:6]3[CH2:7][CH2:8][CH2:9][CH2:10][N:5]3[N:4]=2)[C:18]=1[NH2:19])(=[O:22])[CH3:21]. Reported procedure: 0.56 g (3 mmol) 3-Chloro-2-hydrazino-4,5,6,7-tetrahydropyrazolo[1,5-a]pyridine was dissolved in 5 ml ethanol and treated with 0.42 g (3 mmol) 2-ethoxymethylen-3-oxobutyronitrile. After heating under reflux for 3 hours, the mixture was concentrated and the residue purified by silica gel chromatography (hexane/ethyl acetate 1:1). Starting materials: C1CCOC1, CC(C)N=C=O, CCOC(=O)C(Nc1ccc(C#N)cc1)c1ccc(N)c(CC)c1. Yields the product CCOC(=O)C(Nc1ccc(C#N)cc1)c1ccc(NC(=O)NC(C)C)c(CC)c1. RXN SMILES: [CH2:31]1[O:32][CH2:33][CH2:34][CH2:35]1.[CH:1]([CH3:2])([CH3:3])[N:4]=[C:5]=[O:6].[NH2:7][c:8]1[c:9]([CH2:29][CH3:30])[cH:10][c:11]([CH:14]([C:15](=[O:16])[O:17][CH2:18][CH3:19])[NH:20][c:21]2[cH:22][cH:23][c:24]([C:27]#[N:28])[cH:25][cH:26]2)[cH:12][cH:13]1>>[CH:1]([CH3:2])([CH3:3])[NH:4][C:5](=[O:6])[NH:7][c:8]1[c:9]([CH2:29][CH3:30])[cH:10][c:11]([CH:14]([C:15](=[O:16])[O:17][CH2:18][CH3:19])[NH:20][c:21]2[cH:22][cH:23][c:24]([C:27]#[N:28])[cH:25][cH:26]2)[cH:12][cH:13]1. The reactants are C(C)OC(C(C(C(=O)OCC)=CC1=CC(=CC=C1)[N+](=O)[O-])=O)OCC (Ethyl 4,4-diethoxy-2-(3-nitrophenylmethylene)-3-oxobutanoate), NC(=CC(=O)OCC)CF (ethyl 3-amino-4-fluoro-2-butenoate). The solvent is C(C)(=O)OCC (ethyl acetate). Yields the product FCC=1NC(=C(C(C1C(=O)OCC)C1=CC(=CC=C1)[N+](=O)[O-])C(=O)OCC)C=O (Diethyl 2-(fluoromethyl)-6-formyl-1,4-dihydro-4-(3-nitrophenyl)-3,5-pyridinedicarboxylate). The yield is 18.3%. Reaction SMILES: C(O[CH:4]([O:23]CC)[C:5](=O)[C:6](=[CH:12][C:13]1[CH:18]=[CH:17][CH:16]=[C:15]([N+:19]([O-:21])=[O:20])[CH:14]=1)[C:7]([O:9][CH2:10][CH3:11])=[O:8])C.[NH2:26][C:27]([CH2:34][F:35])=[CH:28][C:29]([O:31][CH2:32][CH3:33])=[O:30]>C(OCC)(=O)C>[F:35][CH2:34][C:27]1[NH:26][C:5]([CH:4]=[O:23])=[C:6]([C:7]([O:9][CH2:10][CH3:11])=[O:8])[CH:12]([C:13]2[CH:18]=[CH:17][CH:16]=[C:15]([N+:19]([O-:21])=[O:20])[CH:14]=2)[C:28]=1[C:29]([O:31][CH2:32][CH3:33])=[O:30]. Reported procedure: Ethyl 4,4-diethoxy-2-(3-nitrophenylmethylene)-3-oxobutanoate (21.75 g, 62 mmoles) and ethyl 3-amino-4-fluoro-2-butenoate (9.17 g, 68 mmoles) were heated at 125° for 1.5 hours. The reaction mixture was dissolved in ethyl acetate (150 ml), washed with water and saturated brine, dried (MgSO4) and the solvent was removed in vacuo. The residue was dissolved in tetrahydrofuran (195 ml) and 50% aqueous hydrochloric acid (292 ml) was added slowly. After 30 minutes the reaction mixture was extracted with...